From a dataset of the Open Reaction Database (ORD), a public repository of structured organic reaction records. describe an organic reaction: reactants, conditions, products, and yield The reactants are C(#N)C1=CC=C(CBr)C=C1 (p-Cyanobenzylbromide), NCCN1CC2CN(CC(C1)C2)C(=O)OC(C)(C)C (tert-Butyl 7-[2-aminoethyl]-3,7-diazabicyclo[3.3.1]nonane-3-carboxylate). Run in CC#N (MeCN). Reaction conditions: temperature 40 celsius, time 32 hour. The product is C(#N)C1=CC=C(CNCCN2CC3CN(CC(C2)C3)C(=O)OC(C)(C)C)C=C1 (tert-Butyl 7-{2-[4-cyanobenzylamino]ethyl}-3,7-diazabicyclo[3.3.1]-nonane-3-carboxylate). Yield: 74.0%. Reaction SMILES: [C:1]([C:3]1[CH:10]=[CH:9][C:6]([CH2:7]Br)=[CH:5][CH:4]=1)#[N:2].[NH2:11][CH2:12][CH2:13][N:14]1[CH2:21][CH:20]2[CH2:22][CH:16]([CH2:17][N:18]([C:23]([O:25][C:26]([CH3:29])([CH3:28])[CH3:27])=[O:24])[CH2:19]2)[CH2:15]1>CC#N>[C:1]([C:3]1[CH:10]=[CH:9][C:6]([CH2:7][NH:11][CH2:12][CH2:13][N:14]2[CH2:15][CH:16]3[CH2:22][CH:20]([CH2:19][N:18]([C:23]([O:25][C:26]([CH3:29])([CH3:28])[CH3:27])=[O:24])[CH2:17]3)[CH2:21]2)=[CH:5][CH:4]=1)#[N:2]. Procedure details: p-Cyanobenzylbromide (0.765 g; 3.9 mmol) was added to a stirred solution of tert-butyl 7-[2-aminoethyl]-3,7-diazabicyclo[3.3.1]nonane-3-carboxylate (1.04 g; 3.9 mmol; from step (a) above) in MeCN (15 mL) and the reaction mixture was stirred at 40° C. for 32 h. The solvent was evaporated and the residue subjected to column chromatography (EtOAc) to give the title compound in a 74% yield. Starting materials: COC(CN)OC (2,2-Dimethoxyethylamine), COC(CNC(C)=O)OC (N-(2,2-dimethoxyethyl)acetamide), FC=1C=C(C=CC1)S(=O)(=O)C=1C=CC2=C(C(=CO2)CCNC(OC(C)(C)C)=O)C1 (tert-butyl (2-{5-[(3-fluorophenyl)sulfonyl]-1-benzofuran-3-yl}ethyl)carbamate), C(C)(=O)OC(C)=O (acetic anhydride). Solvent: ClCCCl (DCE), ClCCCl (DCE), ClCCCl.C(=O)(C(F)(F)F)O (DCE TFA). Reaction conditions: time 10 minute. Product: FC=1C=C(C=CC1)S(=O)(=O)C=1C=CC2=C(C1)C1=C(C(NCC1)CNC(C)=O)O2 (N-({6-[(3-fluorophenyl)sulfonyl]-1,2,3,4-tetrahydro[1]benzofuro[2,3-c]pyridin-1-yl}methyl)acetamide). As a reaction SMILES: COC(OC)CN.C(OC(=O)C)(=O)C.COC(OC)[CH2:18][NH:19][C:20](=[O:22])[CH3:21].[F:25][C:26]1[CH:27]=[C:28]([S:32]([C:35]2[CH:36]=[CH:37][C:38]3[O:42][CH:41]=[C:40]([CH2:43][CH2:44][NH:45][C:46](=O)OC(C)(C)C)[C:39]=3[CH:53]=2)(=[O:34])=[O:33])[CH:29]=[CH:30][CH:31]=1>ClCCCl.ClCCCl.C(O)(C(F)(F)F)=O>[F:25][C:26]1[CH:27]=[C:28]([S:32]([C:35]2[CH:36]=[CH:37][C:38]3[O:42][C:41]4[CH:46]([CH2:18][NH:19][C:20](=[O:22])[CH3:21])[NH:45][CH2:44][CH2:43][C:40]=4[C:39]=3[CH:53]=2)(=[O:33])=[O:34])[CH:29]=[CH:30][CH:31]=1 |f:5.6|. Reported procedure: 2,2-Dimethoxyethylamine (16 μL, 1.5 eq) was dissolved in DCE (400 μL), acetic anhydride (15 μL, 1.5 eq) was added and the solution was shaken for 10 min. The resulting solution of N-(2,2-dimethoxyethyl)acetamide in DCE was added to a solution of tert-butyl (2-{5-[(3-fluorophenyl)sulfonyl]-1-benzofuran-3-yl}ethyl)carbamate (800 μL, 0.125 M) in DCE:TFA 1:1. The reaction mixture was shaken at 100° C. for 16 h and the solvent was evaporated. The crude product was purified by preparative LC/MS and co... Starting materials: O1C(OCCC1)C1=C(C=C(C#N)C=C1)S(=O)(=O)CC (4-(1,3-dioxan-2-yl)-3-(ethylsulfonyl)benzonitrile), C1(=CC=C(C=C1)S(=O)(=O)[O-])C.[NH+]1=CC=CC=C1 (pyridinium 4-toluenesulfonate), O (water). The solvent is CC(=O)C.O (acetone water). Reaction conditions: temperature 165 celsius, time 7 minute. Yields the product C(C)S(=O)(=O)C=1C=C(C#N)C=CC1C=O (3-(Ethylsulfonyl)-4-formylbenzonitrile). As a reaction SMILES: [O:1]1CCCO[CH:2]1[C:7]1[CH:14]=[CH:13][C:10]([C:11]#[N:12])=[CH:9][C:8]=1[S:15]([CH2:18][CH3:19])(=[O:17])=[O:16].C1(C)C=CC(S([O-])(=O)=O)=CC=1.[NH+]1C=CC=CC=1.O>CC(C)=O.O>[CH2:18]([S:15]([C:8]1[CH:9]=[C:10]([CH:13]=[CH:14][C:7]=1[CH:2]=[O:1])[C:11]#[N:12])(=[O:16])=[O:17])[CH3:19] |f:1.2,4.5|. Procedure details: In an Emrys microwave, 4-(1,3-dioxan-2-yl)-3-(ethylsulfonyl)benzonitrile (1230 mg, 4.4 mmol) and pyridinium 4-toluenesulfonate (814 mg, 3.3 mmol; 0.75 eq.) in acetone/water (1:1, 20 ml) were heated with stirring at 165° C. for 7 min. The reaction mixture was then added to water (150 ml) and extracted with ethyl acetate (6×50 ml). The combined organic phases were then washed with saturated sodium chloride solution (30 ml), dried over sodium sulfate, filtered and concentrated under reduced pressur... The reactants are [H-].[Al+3].[Li+].[H-].[H-].[H-] (lithium aluminum hydride), COC1=CC=C(C(C2=CC=C(C=C2)OC)(C2=CC=CC=C2)OC[C@@H]2[C@]3(C[C@@H](O2)N2C(=O)NC(=O)C(C)=C2)OC3)C=C1 (5′-O-(4,4′-dimethoxytrityl)-3′-C,O-methylenethymidine). Run in C1CCOC1 (THF), C1CCOC1 (THF). Conditions: temperature 0 celsius, time 1 hour. Yields the product COC1=CC=C(C(C2=CC=C(C=C2)OC)(C2=CC=CC=C2)OC[C@@H]2[C@](C[C@@H](O2)N2C(=O)NC(=O)C(C)=C2)(O)C)C=C1 (5′-O-(4,4′-dimethoxytrityl)-3′-C-methylthymidine). The yield is 79.2%. As a reaction SMILES: [H-].[Al+3].[Li+].[H-].[H-].[H-].[CH3:7][O:8][C:9]1[CH:47]=[CH:46][C:12]([C:13]([O:28][CH2:29][C@H:30]2[O:34][C@@H:33]([N:35]3[CH:43]=[C:41]([CH3:42])[C:39](=[O:40])[NH:38][C:36]3=[O:37])[CH2:32][C@:31]32[CH2:45][O:44]3)([C:22]2[CH:27]=[CH:26][CH:25]=[CH:24][CH:23]=2)[C:14]2[CH:19]=[CH:18][C:17]([O:20][CH3:21])=[CH:16][CH:15]=2)=[CH:11][CH:10]=1>C1COCC1>[CH3:21][O:20][C:17]1[CH:18]=[CH:19][C:14]([C:13]([O:28][CH2:29][C@H:30]2[O:34][C@@H:33]([N:35]3[CH:43]=[C:41]([CH3:42])[C:39](=[O:40])[NH:38][C:36]3=[O:37])[CH2:32][C@:31]2([CH3:45])[OH:44])([C:22]2[CH:23]=[CH:24][CH:25]=[CH:26][CH:27]=2)[C:12]2[CH:46]=[CH:47][C:9]([O:8][CH3:7])=[CH:10][CH:11]=2)=[CH:15][CH:16]=1 |f:0.1.2.3.4.5|. Reported procedure: To a stirred, suspension of lithium aluminum hydride (58 mg; 1.53 mmol) in anhydrous THF (10 ml) at 0° C. under argon was added dropwise a solution of 5′-O-(4,4′-dimethoxytrityl)-3′-C,O-methylenethymidine (385 mg; 0.692 mmol) in THF (10 ml). The reaction mixture was stirred at 0° C. for 1 h and the reaction quenched by slow addition of 10% NaHCO3, The resulting mixture was diluted with EtOAc (30 ml), washed with NaHCO3 (3×20 ml, dried over Na2SO4, and concentrated. The residue was purified by ch... The reactants are CC(=O)c1ncc[nH]1, C1CCOC1, CCOC(C)=O, Cl, COc1c(CC#N)cc(F)cc1OCc1ccccc1, [H-], [Na+], O. Product: COc1c(OCc2ccccc2)cc(F)cc1C(C#N)C(C)=O. As a reaction SMILES: [C:23]([CH3:24])(=[O:25])[c:26]1[nH:27][cH:28][cH:29][n:30]1.[CH2:32]1[O:33][CH2:34][CH2:35][CH2:36]1.[CH3:37][CH2:38][O:39][C:40](=[O:41])[CH3:42].[ClH:31].[F:1][c:2]1[cH:3][c:4]([O:13][CH2:14][c:15]2[cH:16][cH:17][cH:18][cH:19][cH:20]2)[c:5]([O:11][CH3:12])[c:6]([CH2:8][C:9]#[N:10])[cH:7]1.[H-:21].[Na+:22].[OH2:43]>>[F:1][c:2]1[cH:3][c:4]([O:13][CH2:14][c:15]2[cH:16][cH:17][cH:18][cH:19][cH:20]2)[c:5]([O:11][CH3:12])[c:6]([CH:8]([C:9]#[N:10])[C:23]([CH3:24])=[O:25])[cH:7]1. Reactants: C(C)C=1C=C(C=CC1OC1=CC=C(C=C1)OC(C)C)O (3-ethyl-4-(4-isopropoxyphenoxy)phenol), C([O-])([O-])=O.[K+].[K+] (potassium carbonate), BrC(=CCBr)Br (1,1,3-tribromo-1-propene), ice water, crude product. Procedure: To a mixture of 0.65 g of 3-ethyl-4-(4-isopropoxyphenoxy)phenol, 0.35 g of potassium carbonate and 10 ml of N,N-dimethylformamide, a solution prepared by dissolving 0.73 g of 1,1,3-tribromo-1-propene in 5 ml of N,N-dimethylformamide was added dropwise at room temperature with stirring. After stirring at room temperature for 12 hours, the reaction solution was poured into ice-water, and extracted twice with 50 ml, of diethyl ether. Then, the ether layers were combined, washed with water, dried ov... Product: C(C)C=1C=C(C=CC1OC1=CC=C(C=C1)OC(C)C)OCC=C(Br)Br (3-ethyl-4-(4-isopropoxyphenoxy)-1-(3,3-dibromo-2-propenyloxy)benzene). As a reaction SMILES: [CH2:1]([C:3]1[CH:4]=[C:5]([OH:20])[CH:6]=[CH:7][C:8]=1[O:9][C:10]1[CH:15]=[CH:14][C:13]([O:16][CH:17]([CH3:19])[CH3:18])=[CH:12][CH:11]=1)[CH3:2].C(=O)([O-])[O-].[K+].[K+].[Br:27][C:28]([Br:32])=[CH:29][CH2:30]Br>CN(C)C=O>[CH2:1]([C:3]1[CH:4]=[C:5]([O:20][CH2:30][CH:29]=[C:28]([Br:32])[Br:27])[CH:6]=[CH:7][C:8]=1[O:9][C:10]1[CH:15]=[CH:14][C:13]([O:16][CH:17]([CH3:19])[CH3:18])=[CH:12][CH:11]=1)[CH3:2] |f:1.2.3|. Isolated yield 71.3%. Solvent: CN(C=O)C (N,N-dimethylformamide), CN(C=O)C (N,N-dimethylformamide).